From a dataset of the Open Reaction Database (ORD), a public repository of structured organic reaction records. describe an organic reaction: reactants, conditions, products, and yield The reactants are C1CCOC1, CN1CCN(c2ccc(N)cc2)CC1, O=C1Nc2cc(C(=O)c3cccc(NC(=O)c4ccnn4-c4ccccc4)c3)ccc2C1=CO. Yields the product CN1CCN(c2ccc(NC=C3C(=O)Nc4cc(C(=O)c5cccc(NC(=O)c6ccnn6-c6ccccc6)c5)ccc43)cc2)CC1. RXN SMILES: [CH2:49]1[O:50][CH2:51][CH2:52][CH2:53]1.[CH3:35][N:36]1[CH2:37][CH2:38][N:39]([c:42]2[cH:43][cH:44][c:45]([NH2:48])[cH:46][cH:47]2)[CH2:40][CH2:41]1.[OH:1][CH:2]=[C:3]1[C:4](=[O:34])[NH:5][c:6]2[cH:7][c:8]([C:12](=[O:13])[c:14]3[cH:15][c:16]([NH:20][C:21](=[O:22])[c:23]4[n:24](-[c:28]5[cH:29][cH:30][cH:31][cH:32][cH:33]5)[n:25][cH:26][cH:27]4)[cH:17][cH:18][cH:19]3)[cH:9][cH:10][c:11]21>>[CH:2](=[C:3]1[C:4](=[O:34])[NH:5][c:6]2[cH:7][c:8]([C:12](=[O:13])[c:14]3[cH:15][c:16]([NH:20][C:21](=[O:22])[c:23]4[n:24](-[c:28]5[cH:29][cH:30][cH:31][cH:32][cH:33]5)[n:25][cH:26][cH:27]4)[cH:17][cH:18][cH:19]3)[cH:9][cH:10][c:11]21)[NH:48][c:45]1[cH:44][cH:43][c:42]([N:39]2[CH2:38][CH2:37][N:36]([CH3:35])[CH2:41][CH2:40]2)[cH:47][cH:46]1. Run at time 30 minute. Procedure: Methyl α-methylthio[5-(α,α-dimethoxybenzyl)-2-thienyl]acetate (1.162 g) was dissolved in 6 ml of anhydrous dimethyl sulfoxide, and 150 mg (65% content) of sodium hydride was added. The mixture was stirred at room temperature for 30 minutes. Methyl iodide (0.30 ml) was added, and the mixture was stirred at room temperature for 15 minutes. An aqueous solution of ammonium chloride (0.5 g/30 ml) was added, and the mixture was extracted three times with 20 ml of diethyl ether. The extract was washed ... Isolated yield 77.0%. Reaction SMILES: [CH3:1][S:2][CH:3]([C:8]1[S:9][C:10]([C:13]([O:22][CH3:23])([O:20][CH3:21])[C:14]2[CH:19]=[CH:18][CH:17]=[CH:16][CH:15]=2)=[CH:11][CH:12]=1)[C:4]([O:6][CH3:7])=[O:5].[H-].[Na+].[CH3:26]I.[Cl-].[NH4+]>CS(C)=O>[CH3:1][S:2][C:3]([C:8]1[S:9][C:10]([C:13]([O:20][CH3:21])([O:22][CH3:23])[C:14]2[CH:19]=[CH:18][CH:17]=[CH:16][CH:15]=2)=[CH:11][CH:12]=1)([CH3:26])[C:4]([O:6][CH3:7])=[O:5] |f:1.2,4.5|. The reactants are [Cl-].[NH4+] (ammonium chloride), CSC(C(=O)OC)C=1SC(=CC1)C(C1=CC=CC=C1)(OC)OC (Methyl α-methylthio[5-(α,α-dimethoxybenzyl)-2-thienyl]acetate), CI (Methyl iodide), [H-].[Na+] (sodium hydride). The solvent is CS(=O)C (dimethyl sulfoxide). Yields the product CSC(C(=O)OC)(C)C=1SC(=CC1)C(C1=CC=CC=C1)(OC)OC (methyl α-methylthio-α-[5-(α,α-dimethoxybenzyl)-2-thienyl]propionate). The reactants are IC1=CC2=C(NC(N2)=O)C=C1 (5-iodo-1,3-dihydro-benzimidazol-2-one), O=P(Cl)(Cl)Cl (POCl3). The reagents and catalysts are [Cl-].C[N+](C)(C)C (tetramethylammonium chloride). Run at time 30 minute. The product is ClC1=NC2=C(N1)C=CC(=C2)I (2-chloro-5-iodo-1H-benzimidazole). RXN SMILES: [I:1][C:2]1[CH:11]=[CH:10][C:5]2[NH:6][C:7](=O)[NH:8][C:4]=2[CH:3]=1.O=P(Cl)(Cl)[Cl:14]>[Cl-].C[N+](C)(C)C>[Cl:14][C:7]1[NH:6][C:5]2[CH:10]=[CH:11][C:2]([I:1])=[CH:3][C:4]=2[N:8]=1 |f:2.3|. Procedure: Heat a solution of 5-iodo-1,3-dihydro-benzimidazol-2-one (6.50 g, 25.0 mmol; Feitelson et al. (1952) J. Chem. Soc. 2389) and tetramethylammonium chloride (1.37 g, 12.5 mmol) to 100° C. in POCl3 (10 mL) for 18 hours. After cooling, remove the excess POCl3 in vacuo, and triturate the residue in ice-water (200 mL). After stirring for 30 minutes, filter the precipitate to obtain 2-chloro-5-iodo-1H-benzimidazole as a gray solid. Starting materials: Cl (hydrochloric acid), bis(1,3-diphenylphosphine)propane-nickel(II) chloride, C1(=CC=CC=C1)[Mg]Br (phenylmagnesium bromide), BrC=1SC=CC1 (2-bromothiophene). Run in C(C)OCC (diethyl ether). Reaction conditions: temperature 0 celsius. The product is C1(=CC=CC=C1)C=1SC=CC1 (2-phenylthiophene). The yield is 91.7%. As a reaction SMILES: Br[C:2]1[S:3][CH:4]=[CH:5][CH:6]=1.[C:7]1([Mg]Br)[CH:12]=[CH:11][CH:10]=[CH:9][CH:8]=1.Cl>C(OCC)C>[C:7]1([C:2]2[S:3][CH:4]=[CH:5][CH:6]=2)[CH:12]=[CH:11][CH:10]=[CH:9][CH:8]=1. Reported procedure: Under a nitrogen atmosphere, a mixture of 0.7 gram (catalyst) of bis(1,3-diphenylphosphine)propane-nickel(II) chloride in 200 mL of dry diethyl ether was stirred, and 40 grams (0.245 mole) of 2-bromothiophene was added. The mixture was cooled to 0° C., and 113 mL (0.328 mole) of phenylmagnesium bromide (3M in diethyl ether) was added during a 20 minute period. Upon complete addition the reaction mixture was allowed to warm to room temperature and then was heated at reflux for 16 hours. The react... The reactants are BrC1=CC=C(C=C1)C1(CCNCC1)C1=CC=C(C=C1)Cl (4-(4-Bromo-phenyl)-4-(4-chloro-phenyl)-piperidine), CC1(OB(OC1(C)C)C=1C=NNC1)C (4-(4,4,5,5-tetramethyl-1,3,2-dioxaborolan-2-yl)-1H-pyrazole). Product: ClC1=CC=C(C=C1)C1(CCNCC1)C1=CC=C(C=C1)C=1C=NNC1 (4-(4-Chloro-phenyl)-4-[4-(1H-pyrazol-4-yl)-phenyl]-piperidine). Reaction SMILES: Br[C:2]1[CH:7]=[CH:6][C:5]([C:8]2([C:14]3[CH:19]=[CH:18][C:17]([Cl:20])=[CH:16][CH:15]=3)[CH2:13][CH2:12][NH:11][CH2:10][CH2:9]2)=[CH:4][CH:3]=1.CC1(C)C(C)(C)OB([C:29]2[CH:30]=[N:31][NH:32][CH:33]=2)O1>>[Cl:20][C:17]1[CH:18]=[CH:19][C:14]([C:8]2([C:5]3[CH:6]=[CH:7][C:2]([C:29]4[CH:30]=[N:31][NH:32][CH:33]=4)=[CH:3][CH:4]=3)[CH2:13][CH2:12][NH:11][CH2:10][CH2:9]2)=[CH:15][CH:16]=1. Reported procedure: 4-(4-Bromo-phenyl)-4-(4-chloro-phenyl)-piperidine was reacted with 4-(4,4,5,5-tetramethyl-1,3,2-dioxaborolan-2-yl)-1H-pyrazole following the procedure set out in Example 1 to give the title compound. LC/MS: (PS-A3) Rt 7.22 [M+H]+ 338.08. 1H NMR (Me-d3-OD) δ 2.64-2.74 (4H, m), 3.22-3.25 (4H, m), 7.33-7.45 (6H, m), 7.65 (2H, d), 8.37 (2H, s). Starting materials: C1(=CC=CC=C1)C1CCC(CC1)=O (4-phenylcyclohexanone), [H-].[Na+] (NaH), C(C)(=O)OCC (ethyl acetate), O (water). Solvent: C1=CC=CC=C1 (benzene). Run at temperature 40 celsius, time 3 hour. The product is C(C)(=O)C1C(CCC(C1)C1=CC=CC=C1)=O (rac-2-acetyl-4-phenyl-cyclohexanone). As a reaction SMILES: [C:1]1([CH:7]2[CH2:12][CH2:11][C:10](=[O:13])[CH2:9][CH2:8]2)[CH:6]=[CH:5][CH:4]=[CH:3][CH:2]=1.[H-].[Na+].[C:16](OCC)(=[O:18])[CH3:17].O>C1C=CC=CC=1>[C:16]([CH:9]1[CH2:8][CH:7]([C:1]2[CH:6]=[CH:5][CH:4]=[CH:3][CH:2]=2)[CH2:12][CH2:11][C:10]1=[O:13])(=[O:18])[CH3:17] |f:1.2|. Reported procedure: A solution of 4-phenylcyclohexanone (10 mmol, Lancaster) in benzene (5 ml) is added dropwise to a suspension of NaH (20 mmol) in absolute ethyl acetate (20 mmol) and the reaction mixture is stirred after complete evolution of the gas for 3 h at 40° C. Then it is mixed with water, the reaction mixture is extracted three times with ether, the combined organic phases are washed with water and saturated sodium chloride solution, dried over sodium sulphate and the solvent is removed in a vacuum. Afte... Starting materials: Brc1cnc2[nH]ccc2n1, O=C1CCC(=O)N1Cl, ClCCl, CN(C)C=O. Yields the product Clc1c[nH]c2ncc(Br)nc12. Reaction SMILES: [Br:1][c:2]1[n:3][c:4]2[c:5]([n:6][cH:7]1)[nH:8][cH:9][cH:10]2.[Cl:11][N:12]1[C:13](=[O:14])[CH2:15][CH2:16][C:17]1=[O:18].[Cl:19][CH2:20][Cl:21].[O:22]=[CH:23][N:24]([CH3:25])[CH3:26]>>[Br:1][c:2]1[n:3][c:4]2[c:5]([n:6][cH:7]1)[nH:8][cH:9][c:10]2[Cl:11].